From a dataset of the Open Reaction Database (ORD), a public repository of structured organic reaction records. describe an organic reaction: reactants, conditions, products, and yield Starting materials: O1C(=NC=C1)C(CC(=O)OC)C1=CC=C(C=C1)OC1OCCCC1 ((+/−)-Methyl 3-(oxazol-2-yl)-3-(4-(tetrahydro-2H-pyran-2-yloxy)phenyl)propanoate), O.C1(=CC=C(C=C1)S(=O)(=O)O)C (p-toluenesulfonic acid monohydrate). The solvent is CO (MeOH). Reaction conditions: time 1.5 hour. The product is OC1=CC=C(C=C1)C(CC(=O)OC)C=1OC=CN1 ((+/−)-Methyl 3-(4-hydroxyphenyl)-3-(oxazol-2-yl)propanoate). RXN SMILES: [O:1]1[CH:5]=[CH:4][N:3]=[C:2]1[CH:6]([C:12]1[CH:17]=[CH:16][C:15]([O:18]C2CCCCO2)=[CH:14][CH:13]=1)[CH2:7][C:8]([O:10][CH3:11])=[O:9].O.C1(C)C=CC(S(O)(=O)=O)=CC=1>CO>[OH:18][C:15]1[CH:16]=[CH:17][C:12]([CH:6]([C:2]2[O:1][CH:5]=[CH:4][N:3]=2)[CH2:7][C:8]([O:10][CH3:11])=[O:9])=[CH:13][CH:14]=1 |f:1.2|. Procedure: A mixture of M11.4 (2.1 mmol), p-toluenesulfonic acid monohydrate (0.57 mmol) in MeOH (15 mL) was stirred at room temperature for 1.5 hours. After it was quenched with NaHCO3 (aqueous) solution, MeOH was removed by rotary evaporator. The residue was extracted with EtOAc, and the combined organic phase was washed with brine, dried over anhydrous sodium sulfate, and filtered through short plug of silica gel. After removing solvent, compound M11 was obtained. MS ESI (pos.) m/e 248.1 (M+H). 1H NMR (... Starting materials: N-arylbenzenesulfonamides, NC1=C(C=C(C=C1)Cl)C(=O)C1=CC=NC=C1 ((2-Amino-5-chloro-phenyl)-pyridin-4-yl-methanone), CC(C)(C=1N=COC1)C1=CC=C(C=C1)S(=O)(=O)Cl (4-(1-Methyl-1-oxazol-4-yl-ethyl)-benzenesulfonyl chloride). Run in N1=CC=CC=C1 (pyridine). The product is ClC1=CC(=C(C=C1)NS(=O)(=O)C1=CC=C(C=C1)C(C)(C=1N=COC1)C)C(=O)C1=CC=NC=C1 (N-[4-Chloro-2-(pyridine-4-carbonyl)-phenyl]-4-(1-methyl-1-oxazol-4-yl-ethyl)-benzenesulfonamide). Reaction SMILES: [NH2:1][C:2]1[CH:7]=[CH:6][C:5]([Cl:8])=[CH:4][C:3]=1[C:9]([C:11]1[CH:16]=[CH:15][N:14]=[CH:13][CH:12]=1)=[O:10].[CH3:17][C:18]([C:25]1[CH:30]=[CH:29][C:28]([S:31](Cl)(=[O:33])=[O:32])=[CH:27][CH:26]=1)([C:20]1[N:21]=[CH:22][O:23][CH:24]=1)[CH3:19]>N1C=CC=CC=1>[Cl:8][C:5]1[CH:6]=[CH:7][C:2]([NH:1][S:31]([C:28]2[CH:27]=[CH:26][C:25]([C:18]([CH3:19])([C:20]3[N:21]=[CH:22][O:23][CH:24]=3)[CH3:17])=[CH:30][CH:29]=2)(=[O:32])=[O:33])=[C:3]([C:9]([C:11]2[CH:16]=[CH:15][N:14]=[CH:13][CH:12]=2)=[O:10])[CH:4]=1. Procedure details: Following the general procedure for synthesis of N-arylbenzenesulfonamides, 73 mg (0.32 mmol) of (2-Amino-5-chloro-phenyl)-pyridin-4-yl-methanone and 36 mg (0.13 mmol) of 4-(1-Methyl-1-oxazol-4-yl-ethyl)-benzenesulfonyl chloride were combined in 1 ml of anhydrous pyridine at 60° C. to give, after purification, the title product as a pale yellow solid: 1H NMR (CDCl3): δ (ppm): 1.61 (s, 6H), 7.26-7.66 (m, 12H), 8.90 (br, 1H), 10.13 (br, 1H) ppm; MS: (M+H)/z=482.0. Starting materials: N1C(=O)NC(=O)C1 (hydantoin), C(C)(=O)[O-].[Na+] (sodium acetate), C1(=CC=CC=C1)COC=1C=C(C=O)C=CC1OC (3-phenylmethoxy-4-methoxybenzaldehyde), ice water. The solvent is C(C)(=O)O (acetic acid). Conditions: time 30 minute. The product is C1(=CC=CC=C1)COC=1C=C(C=CC1OC)C=C1C(NC(N1)=O)=O (5-[(3-Phenylmethoxy-4-methoxyphenyl)methylene]-2,4-imidazolidinedione). Yield: 45.5%. Reaction SMILES: [C:1]1([CH2:7][O:8][C:9]2[CH:10]=[C:11]([CH:14]=[CH:15][C:16]=2[O:17][CH3:18])[CH:12]=O)[CH:6]=[CH:5][CH:4]=[CH:3][CH:2]=1.[NH:19]1[CH2:25][C:23](=[O:24])[NH:22][C:20]1=[O:21].C([O-])(=O)C.[Na+]>C(O)(=O)C>[C:1]1([CH2:7][O:8][C:9]2[CH:10]=[C:11]([CH:12]=[C:25]3[NH:19][C:20](=[O:21])[NH:22][C:23]3=[O:24])[CH:14]=[CH:15][C:16]=2[O:17][CH3:18])[CH:6]=[CH:5][CH:4]=[CH:3][CH:2]=1 |f:2.3|. Reported procedure: A mixture of 24.43 g (100 moles) of 3-phenylmethoxy-4-methoxybenzaldehyde (Berichte 67, 1214/1934/), 10.01 g. (100 mmoles) of hydantoin, 38 ml of anhydrous acetic acid and 19.5 g of anhydrous sodium acetate is heated to 140° C. with shaking and the solution obtained is refluxed at 158°-162° C. for 2.5 hours, then cooled and poured into 250 ml of ice-water. The gum obtained becomes crystalline after 30 minutes. The crystals are filtered, washed successively with water, ethanol and ether and dried... The reactants are C=O, CC(C)NC1CCC(NC(=O)CNC(=O)c2cccc(C(F)(F)F)c2)C(C(=O)OC(C)C)C1, ClCCl, [Na+], [OH-]. Product: CC(C)OC(=O)C1CC(N(C)C(C)C)CCC1NC(=O)CNC(=O)c1cccc(C(F)(F)F)c1. Reaction SMILES: [CH2:34]=[O:35].[CH:1]([CH3:2])([CH3:3])[NH:4][CH:5]1[CH2:6][CH2:7][CH:8]([NH:17][C:18]([CH2:19][NH:20][C:21]([c:22]2[cH:23][c:24]([C:28]([F:29])([F:30])[F:31])[cH:25][cH:26][cH:27]2)=[O:32])=[O:33])[CH:9]([C:11](=[O:12])[O:13][CH:14]([CH3:15])[CH3:16])[CH2:10]1.[Cl:38][CH2:39][Cl:40].[Na+:37].[OH-:36]>>[CH:1]([CH3:2])([CH3:3])[N:4]([CH:5]1[CH2:6][CH2:7][CH:8]([NH:17][C:18]([CH2:19][NH:20][C:21]([c:22]2[cH:23][c:24]([C:28]([F:29])([F:30])[F:31])[cH:25][cH:26][cH:27]2)=[O:32])=[O:33])[CH:9]([C:11](=[O:12])[O:13][CH:14]([CH3:15])[CH3:16])[CH2:10]1)[CH3:34]. The reactants are C(C)OC(CCCOC1=C(C(=CC=C1)CCCCCCOC=1C=C(C=C(C1)S(=O)(=O)CC)C1=CC(=C(C=C1)F)F)CCC(=O)OCC)=O (4-[3-[6-(5-ethanesulfonyl-3′,4′-difluoro-biphenyl-3-yloxy)-hexyl]-2-(2-ethoxycarbonyl-ethyl)-phenoxy]-butyric acid ethyl ester), [OH-].[Na+] (sodium hydroxide). The product is C(=O)(O)CCC1=C(OCCCC(=O)O)C=CC=C1CCCCCCOC=1C=C(C=C(C1)S(=O)(=O)CC)C1=CC(=C(C=C1)F)F (4-[2-(2-carboxy-ethyl)-3-[6-(5-ethanesulfonyl-3′,4′-difluoro-biphenyl-3-yloxy)-hexyl]-phenoxy]-butyric acid). Yield: 81.4%. As a reaction SMILES: C([O:3][C:4](=[O:48])[CH2:5][CH2:6][CH2:7][O:8][C:9]1[CH:14]=[CH:13][CH:12]=[C:11]([CH2:15][CH2:16][CH2:17][CH2:18][CH2:19][CH2:20][O:21][C:22]2[CH:23]=[C:24]([C:33]3[CH:38]=[CH:37][C:36]([F:39])=[C:35]([F:40])[CH:34]=3)[CH:25]=[C:26]([S:28]([CH2:31][CH3:32])(=[O:30])=[O:29])[CH:27]=2)[C:10]=1[CH2:41][CH2:42][C:43]([O:45]CC)=[O:44])C.[OH-].[Na+]>>[C:43]([CH2:42][CH2:41][C:10]1[C:11]([CH2:15][CH2:16][CH2:17][CH2:18][CH2:19][CH2:20][O:21][C:22]2[CH:23]=[C:24]([C:33]3[CH:38]=[CH:37][C:36]([F:39])=[C:35]([F:40])[CH:34]=3)[CH:25]=[C:26]([S:28]([CH2:31][CH3:32])(=[O:29])=[O:30])[CH:27]=2)=[CH:12][CH:13]=[CH:14][C:9]=1[O:8][CH2:7][CH2:6][CH2:5][C:4]([OH:48])=[O:3])([OH:45])=[O:44] |f:1.2|. Procedure details: A similar procedure as described in Example 40, step 8 was used, starting from 4-[3-[6-(5-ethanesulfonyl-3′,4′-difluoro-biphenyl-3-yloxy)-hexyl]-2-(2-ethoxycarbonyl-ethyl)-phenoxy]-butyric acid ethyl ester (137 mg, 0.198 mmol) and 1.0 N aqueous sodium hydroxide (5 mL) to afford 4-[2-(2-carboxy-ethyl)-3-[6-(5-ethanesulfonyl-3′,4′-difluoro-biphenyl-3-yloxy)-hexyl]-phenoxy]-butyric acid (102 mg, 82%) as an amorphous white solid: ES(+)-HRMS m/e calcd for C33H38F2O8S (M+H)+ 633.2328, found 633.2327.